Dataset: the Open Reaction Database (ORD), a public repository of structured organic reaction records. Task: describe an organic reaction: reactants, conditions, products, and yield The reactants are C(C(C)C)(=O)N[C@@H](CSC(C1=CC=CC=C1)(C1=CC=CC=C1)C1=CC=CC=C1)C(=O)NCCSC(C(C)(C)C)=O (N-(N-isobutyryl-S-trityl-L-cysteinyl)-S-pivaloylcysteamine), C(Cl)(Cl)Cl (CHCl3), C(C)(=O)N[C@@H](CS)C(=O)NCCSC(C)=O (N-(N-acetyl-L-cysteinyl)-S-acetylcysteamine), C(Cl)Cl.CCOCC (CH2Cl2 ether). Solvent: CCCCCC (hexane). Product: C(C(C)C)(=O)N[C@@H](CS)C(=O)NCCSC(C(C)(C)C)=O (N-(N-isobutyryl-L-cysteinyl)-S-pivaloylcysteamine). RXN SMILES: [C:1]([NH:6][C@H:7]([C:29]([NH:31][CH2:32][CH2:33][S:34][C:35](=[O:40])[C:36]([CH3:39])([CH3:38])[CH3:37])=[O:30])[CH2:8][S:9]C(C1C=CC=CC=1)(C1C=CC=CC=1)C1C=CC=CC=1)(=[O:5])[CH:2]([CH3:4])[CH3:3].C(N[C@H](C(NCCSC(=O)C)=O)CS)(=O)C.C(Cl)Cl.CCOCC.C(Cl)(Cl)Cl>CCCCCC>[C:1]([NH:6][C@H:7]([C:29]([NH:31][CH2:32][CH2:33][S:34][C:35](=[O:40])[C:36]([CH3:37])([CH3:39])[CH3:38])=[O:30])[CH2:8][SH:9])(=[O:5])[CH:2]([CH3:4])[CH3:3] |f:2.3|. Reported procedure: This compound is obtained by the S-detritylation of 16 (2.78 mmol). The protocol used is the same as that described in example 1 for the synthesis of I-152. After the various treatments, a gum is collected, which gum is purified by flash chromatography on a silica gel column (eluent: CH2Cl2/ether 22%). I-214 is isolated in the form of a gum which, after trituration in hexane, provides a colorless powder (Yd=70%). Rf (CH2Cl2/ether, 5/5): 0.46. M.p.=120-122° C. [α]D20=−25° (c 1.04, CHCl3). The reactants are CCOC(=O)CP(=O)(OCC)OCC, COCCOC, [H-], [Na+], Cc1ccc2c(c1)C(O)N(CC(C)C)C2=O. Yields the product CCOC(=O)CC1c2cc(C)ccc2C(=O)N1CC(C)C. Reaction SMILES: [CH3:19][CH2:20][O:21][C:22](=[O:23])[CH2:24][P:25]([O:26][CH2:27][CH3:28])([O:29][CH2:30][CH3:31])=[O:32].[CH3:33][O:34][CH2:35][CH2:36][O:37][CH3:38].[H-:1].[Na+:2].[OH:3][CH:4]1[N:5]([CH2:15][CH:16]([CH3:17])[CH3:18])[C:6](=[O:14])[c:7]2[cH:8][cH:9][c:10]([CH3:13])[cH:11][c:12]21>>[CH:4]1([CH2:24][C:22]([O:21][CH2:20][CH3:19])=[O:23])[N:5]([CH2:15][CH:16]([CH3:17])[CH3:18])[C:6](=[O:14])[c:7]2[cH:8][cH:9][c:10]([CH3:13])[cH:11][c:12]21. Reactants: FC=1C=C(C=NC1OC)NC1=NC=C(C=C1C1=NC(=NC(=N1)C)N(CC1=CC=C(C=C1)OC)CC1=CC=C(C=C1)OC)C(C)C1=CC=C(C=C1)S(=O)(=O)C (4-(2-(5-Fluoro-6-methoxypyridin-3-ylamino)-5-(1-(4-(methylsulfonyl)phenyl)ethyl)pyridin-3-yl)-N,N-bis(4-methoxybenzyl)-6-methyl-1,3,5-triazin-2-amine). Run in FC(C(=O)O)(F)F (trifluoroacetic acid). Run at temperature 75 celsius, time 8 hour. Yields the product FC=1C=C(C=NC1OC)NC1=NC=C(C=C1C1=NC(=NC(=N1)C)N)C(C)C1=CC=C(C=C1)S(=O)(=O)C (4-(2-(5-fluoro-6-methoxypyridin-3-ylamino)-5-(1-(4-(methylsulfonyl)phenyl)ethyl)pyridin-3-yl)-6-methyl-1,3,5-triazin-2-amine). Isolated yield 37.1%. RXN SMILES: [F:1][C:2]1[CH:3]=[C:4]([NH:10][C:11]2[C:16]([C:17]3[N:22]=[C:21]([CH3:23])[N:20]=[C:19]([N:24](CC4C=CC(OC)=CC=4)CC4C=CC(OC)=CC=4)[N:18]=3)=[CH:15][C:14]([CH:43]([C:45]3[CH:50]=[CH:49][C:48]([S:51]([CH3:54])(=[O:53])=[O:52])=[CH:47][CH:46]=3)[CH3:44])=[CH:13][N:12]=2)[CH:5]=[N:6][C:7]=1[O:8][CH3:9]>FC(F)(F)C(O)=O>[F:1][C:2]1[CH:3]=[C:4]([NH:10][C:11]2[C:16]([C:17]3[N:22]=[C:21]([CH3:23])[N:20]=[C:19]([NH2:24])[N:18]=3)=[CH:15][C:14]([CH:43]([C:45]3[CH:50]=[CH:49][C:48]([S:51]([CH3:54])(=[O:52])=[O:53])=[CH:47][CH:46]=3)[CH3:44])=[CH:13][N:12]=2)[CH:5]=[N:6][C:7]=1[O:8][CH3:9]. Procedure: 4-(2-(5-Fluoro-6-methoxypyridin-3-ylamino)-5-(1-(4-(methylsulfonyl)phenyl)ethyl)pyridin-3-yl)-N,N-bis(4-methoxybenzyl)-6-methyl-1,3,5-triazin-2-amine (744 mg, 0.992 mmol) was dissolved in trifluoroacetic acid (Aldrich, redistilled, 99+%, 10 mL) and the flask was fitted with a reflux condenser and placed in a preheated oil bath (75° C.) and stirred overnight. Then, the reaction was cooled to room temperature, concentrated, diluted with DCM (30 mL), and treated with saturated sodium bicarbonate (3... Starting materials: C(C)OC1=CC=CC(=N1)N (6-ethoxypyridin-2-amine), C(C)OC=C(C(=O)OCC)C(=O)OCC (diethyl ethoxymethylenemalonate). The solvent is petroleum ether. Run at temperature 95 celsius. Reaction SMILES: [CH2:1]([O:3][C:4]1[N:9]=[C:8]([NH2:10])[CH:7]=[CH:6][CH:5]=1)[CH3:2].C(O[CH:14]=[C:15]([C:21]([O:23][CH2:24][CH3:25])=[O:22])[C:16]([O:18][CH2:19][CH3:20])=[O:17])C>>[CH2:1]([O:3][C:4]1[N:9]=[C:8]([NH:10][CH:14]=[C:15]([C:16]([O:18][CH2:19][CH3:20])=[O:17])[C:21]([O:23][CH2:24][CH3:25])=[O:22])[CH:7]=[CH:6][CH:5]=1)[CH3:2]. The product is C(C)OC1=CC=CC(=N1)NC=C(C(=O)OCC)C(=O)OCC (diethyl (6-ethoxy-2-pyridylamino)methylenemalonate). Procedure details: A mixture of 6-ethoxypyridin-2-amine (8.0 g) and diethyl ethoxymethylenemalonate (12.5 g) was heated at 95° C. under vacuum for 3 hours and then heated at 95° C. at atmospheric pressure for 18 hours. The mixture was cooled to ambient temperature, diluted with petroleum ether b.p. 40°-60° C. and filtered to give diethyl (6-ethoxy-2-pyridylamino)methylenemalonate, m.p. 58°-60° C. Starting materials: CC[C@H]1CN2CC[C@H]1C[C@@H]2[C@H](C3=C4C=C(C=CC4=NC=C3)OC)OC5=NN=C(C6=CC=CC=C65)O[C@H]([C@H]7C[C@@H]8CCN7C[C@@H]8CC)C9=C1C=C(C=CC1=NC=C9)OC (AD-mix-β), C(C)(C)(C)O (t-butyl alcohol), S(=O)([O-])[O-].[Na+].[Na+] (sodium sulfite), CS(=O)(=O)N (methanesulfonamide), C(=C)C=1OC(=C(N1)C1=CC=CC=C1)C1=CC=CC=C1 (2-vinyl-4,5-diphenyloxazole). Run in O (water). Conditions: time 1 hour. Yields the product O[C@@H](CO)C=1OC(=C(N1)C1=CC=CC=C1)C1=CC=CC=C1 (2-((1S)-1,2-dihydroxyethyl)-4,5-diphenyloxazole). Reaction SMILES: CC[C@@H]1[C@@H]2C[C@H]([C@@H](OC3C4C(=CC=CC=4)C(O[C@@H](C4C=CN=C5C=4C=C(OC)C=C5)[C@@H]4N5C[C@H](CC)[C@@H](CC5)C4)=NN=3)C3C=CN=C4C=3C=C([O:22]C)C=C4)N(CC2)C1.CS(N)(=O)=O.C(C1[O:67][C:68]([C:77]2[CH:82]=[CH:81][CH:80]=[CH:79][CH:78]=2)=[C:69]([C:71]2[CH:76]=[CH:75][CH:74]=[CH:73][CH:72]=2)[N:70]=1)=C.S([O-])([O-])=O.[Na+].[Na+].[C:89]([OH:93])([CH3:92])([CH3:91])C>O>[OH:93][C@H:89]([C:92]1[O:67][C:68]([C:77]2[CH:82]=[CH:81][CH:80]=[CH:79][CH:78]=2)=[C:69]([C:71]2[CH:76]=[CH:75][CH:74]=[CH:73][CH:72]=2)[N:70]=1)[CH2:91][OH:22] |f:3.4.5|. Procedure: A solution of AD-mix-β (trade name, Aldrich) (114 g) in a mixture of t-butyl alcohol (400 ml) and water (400 ml) was stirred for 1 hour, and then methanesulfonamide (7.6 g) and 2-vinyl-4,5-diphenyloxazole (20 g) was added to the solution at 0° C. After being stirred for 8 hours at the same temperature, sodium sulfite (50 g) was added, and the mixture was stirred for 30 minutes. The mixture was partitioned between ethyl acetate and water. The organic layer was washed with 1N-HCl solution, sat. Na... Reactants: C(C)(=O)O[BH-](OC(C)=O)OC(C)=O.[Na+] (Sodium triacetoxyborohydride), ice water, C(C)(=O)O (Acetic acid), COC(=O)C1=CC=C(OCC2(CCNCC2)O)C=C1 (4-(4-methoxycarbonylphenoxymethyl)piperidin-4-ol), C(#N)C1=CC=C(C=C1)CC=O (4-cyanophenylacetaldehyde). Solvent: ClCCl (dichloromethane). Yields the product C(#N)C1=CC=C(C=C1)CCN1CCC(CC1)(O)COC1=CC=C(C(=O)OC)C=C1 (methyl 4-{1-[2-(4-cyanophenyl)ethyl]-4-hydroxypiperidin-4-ylmethoxy}benzoate). Yield: 39.1%. RXN SMILES: C(O)(=O)C.[CH3:5][O:6][C:7]([C:9]1[CH:23]=[CH:22][C:12]([O:13][CH2:14][C:15]2([OH:21])[CH2:20][CH2:19][NH:18][CH2:17][CH2:16]2)=[CH:11][CH:10]=1)=[O:8].[C:24]([C:26]1[CH:31]=[CH:30][C:29]([CH2:32][CH:33]=O)=[CH:28][CH:27]=1)#[N:25].C(O[BH-](OC(=O)C)OC(=O)C)(=O)C.[Na+]>ClCCl>[C:24]([C:26]1[CH:31]=[CH:30][C:29]([CH2:32][CH2:33][N:18]2[CH2:17][CH2:16][C:15]([CH2:14][O:13][C:12]3[CH:11]=[CH:10][C:9]([C:7]([O:6][CH3:5])=[O:8])=[CH:23][CH:22]=3)([OH:21])[CH2:20][CH2:19]2)=[CH:28][CH:27]=1)#[N:25] |f:3.4|. Procedure details: Acetic acid (11.5 mL) was added to a dichloromethane solution (450 mL) of the compound (17.7 g) obtained in Step 6 and the compound (19.4 g) obtained in Step 1 of Example 1 at room temperature and the mixture was stirred at the same temperature for thirty minutes. Sodium triacetoxyborohydride (56.6 g) was added to the mixture under cooling with ice-water and the mixture was stirred at the same temperature for thirty minutes and further stirred at room temperature for five hours. The solvent was ...